This data is from the Open Reaction Database (ORD), a public repository of structured organic reaction records. The task is: describe an organic reaction: reactants, conditions, products, and yield Reactants: [H-].[Na+] (Sodium hydride), OC1=CC=C(C=C1)C(C)(C)C1=CC=C(C=C1)O (Bisphenol A), ClC[C@@H]1OC(OC1)(C)C ((R)-(+)-4-chloromethyl-2,2-dimethyl-1,3-dioxolane). Solvent: CN(C=O)C (dimethyl formamide). Product: CC1(OC[C@@H](O1)COC1=CC=C(C=C1)C(C)(C)C1=CC=C(C=C1)O)C ((S)-4-(2-(4-((2,2-dimethyl-1,3-dioxolan-4-yl)methoxy)phenyl)propan-2-yl)phenol). The yield is 23.7%. Reaction SMILES: [H-].[Na+].[OH:3][C:4]1[CH:9]=[CH:8][C:7]([C:10]([C:13]2[CH:18]=[CH:17][C:16]([OH:19])=[CH:15][CH:14]=2)([CH3:12])[CH3:11])=[CH:6][CH:5]=1.Cl[CH2:21][C@H:22]1[CH2:26][O:25][C:24]([CH3:28])([CH3:27])[O:23]1>CN(C)C=O>[CH3:27][C:24]1([CH3:28])[O:23][C@@H:22]([CH2:21][O:3][C:4]2[CH:5]=[CH:6][C:7]([C:10]([C:13]3[CH:14]=[CH:15][C:16]([OH:19])=[CH:17][CH:18]=3)([CH3:12])[CH3:11])=[CH:8][CH:9]=2)[CH2:26][O:25]1 |f:0.1|. Procedure: Sodium hydride (60% dispersion in mineral oil, 1750 mg, 43.80 mmol, 1.0 equiv) was added slowly to a stirred solution of Bisphenol A (10000 mg, 43.80 mmol, 1 equiv) in anhydrous dimethyl formamide (30 mL), at room temperature, and the contents were stirred under an atmosphere of argon for 20 min. (R)-(+)-4-chloromethyl-2,2-dimethyl-1,3-dioxolane 98% (7.10 mL, 52.56 mmol, 1.2 equiv) was added via syringe and the mixture was allowed to react at 70-80° C. for 40 h. Then, the reaction was quenched b... The reactants are C(C=O)(=O)OCC (ethyl glyoxylate), C[C@H]1N(C(OC1)C(=O)OCC)C(C1=C(C=CC(=C1)C)N1N=CC=N1)=O (ethyl (2RS,4R)-4-methyl-3-[5-methyl-2-(2H-1,2,3-triazol-2-yl)benzoyl]-1,3-oxazolidine-2-carboxylate), N[C@@H](CO)C ((2R)-2-aminopropan-1-ol), CC=1C=CC(=C(C(=O)O)C1)N1N=CC=N1 (5-methyl-2-(2H-1,2,3-triazol-2-yl)benzoic acid). Solvent: C1(=CC=CC=C1)C (toluene). Product: C[C@H]1N([C@@H](OC1)C(=O)OCC)C(C1=C(C=CC(=C1)C)N1N=CC=N1)=O (ethyl (2S,4R)-4-methyl-3-[5-methyl-2-(2H-1,2,3-triazol-2-yl)benzoyl]-1,3-oxazolidine-2-carboxylate). As a reaction SMILES: C(OCC)(=O)C=O.N[C@H](C)CO.CC1C=CC(N2N=CC=N2)=C(C=1)C(O)=O.[CH3:28][C@@H:29]1[CH2:33][O:32][CH:31]([C:34]([O:36][CH2:37][CH3:38])=[O:35])[N:30]1[C:39](=[O:52])[C:40]1[CH:45]=[C:44]([CH3:46])[CH:43]=[CH:42][C:41]=1[N:47]1[N:51]=[CH:50][CH:49]=[N:48]1>C1(C)C=CC=CC=1>[CH3:28][C@@H:29]1[CH2:33][O:32][C@@H:31]([C:34]([O:36][CH2:37][CH3:38])=[O:35])[N:30]1[C:39](=[O:52])[C:40]1[CH:45]=[C:44]([CH3:46])[CH:43]=[CH:42][C:41]=1[N:47]1[N:51]=[CH:50][CH:49]=[N:48]1. Procedure: By using ethyl glyoxylate (polymer type, a solution of 47% toluene) (2.0 mL, 9.5 mmol), (2R)-2-aminopropan-1-ol (0.73 mL, 9.5 mmol) and 5-methyl-2-(2H-1,2,3-triazol-2-yl)benzoic acid (1.0 g, 4.9 mmol), the same procedure as in Reference Example 1 was carried out to obtain a diastereomer mixture of ethyl (2RS,4R)-4-methyl-3-[5-methyl-2-(2H-1,2,3-triazol-2-yl)benzoyl]-1,3-oxazolidine-2-carboxylate. The obtained diastereomer mixture was purified by thin layer chromatography (1 mm, hexane/EtOAc=66/3... The reactants are COC(=O)C=1C=NC(=NC1)SC (2-Methylsulfanyl-pyrimidine-5-carboxylicacid methyl ester), COC=1C=C(C=CC1)B(O)O (3-methoxyphenylboronic acid). Reagents/catalysts: S1C(=CC=C1)C(=O)[O-].[Cu+] (Copper(I) thiophene-2-carboxylate), [Pd].C1(=CC=CC=C1)P(C1=CC=CC=C1)C1=CC=CC=C1.C1(=CC=CC=C1)P(C1=CC=CC=C1)C1=CC=CC=C1.C1(=CC=CC=C1)P(C1=CC=CC=C1)C1=CC=CC=C1.C1(=CC=CC=C1)P(C1=CC=CC=C1)C1=CC=CC=C1 (tetrakis(triphenylphosphine) palladium(0)). Reaction conditions: temperature 85 celsius. Yields the product COC(=O)C=1C=NC(=NC1)C1=CC(=CC=C1)OC (2-(3-methoxy-phenyl)-pyrimidine-5-carboxylic acid methyl ester). The yield is 35.6%. As a reaction SMILES: [CH3:1][O:2][C:3]([C:5]1[CH:6]=[N:7][C:8](SC)=[N:9][CH:10]=1)=[O:4].[CH3:13][O:14][C:15]1[CH:16]=[C:17](B(O)O)[CH:18]=[CH:19][CH:20]=1>S1C=CC=C1C([O-])=O.[Cu+].[Pd].C1(P(C2C=CC=CC=2)C2C=CC=CC=2)C=CC=CC=1.C1(P(C2C=CC=CC=2)C2C=CC=CC=2)C=CC=CC=1.C1(P(C2C=CC=CC=2)C2C=CC=CC=2)C=CC=CC=1.C1(P(C2C=CC=CC=2)C2C=CC=CC=2)C=CC=CC=1>[CH3:1][O:2][C:3]([C:5]1[CH:6]=[N:7][C:8]([C:19]2[CH:18]=[CH:17][CH:16]=[C:15]([O:14][CH3:13])[CH:20]=2)=[N:9][CH:10]=1)=[O:4] |f:2.3,4.5.6.7.8|. Procedure: 2-Methylsulfanyl-pyrimidine-5-carboxylicacid methyl ester (323 mg, 1.75 mmol), Copper(I) thiophene-2-carboxylate (501 mg, 2.63 mmol), tetrakis(triphenylphosphine) palladium(0) (202 mg, 0.175 mmol) and 3-methoxyphenylboronic acid (400 mg, 2.63 mmol) are taken in a glass tube, evacuated, refilled with N2, added anhydrous THF (6 mL) and is heated overnight at 85° C. after closing with a cap. The reaction is cooled to rt, diluted with EtOAc and ammonium hydroxide is added. The organic layer is seper... Starting materials: CC(=O)O[BH-](OC(C)=O)OC(C)=O, C1CCOC1, CC#N, Cl, CC(C)(C)OC(=O)N1CCC(=O)CC1, NCC1CCC(NC(=O)OCc2ccccc2)CC1, [Na+]. Product: CN(CC1CCC(NC(=O)OCc2ccccc2)CC1)C1CCN(C(=O)OC(C)(C)C)CC1. RXN SMILES: [C:35]([O:36][BH-:37]([O:38][C:39](=[O:40])[CH3:41])[O:42][C:43](=[O:44])[CH3:45])(=[O:46])[CH3:47].[CH2:52]1[O:53][CH2:54][CH2:55][CH2:56]1.[CH3:49][C:50]#[N:51].[ClH:1].[N:21]1([C:28](=[O:29])[O:30][C:31]([CH3:32])([CH3:33])[CH3:34])[CH2:22][CH2:23][C:24](=[O:27])[CH2:25][CH2:26]1.[NH2:2][CH2:3][CH:4]1[CH2:5][CH2:6][CH:7]([NH:10][C:11]([O:12][CH2:13][c:14]2[cH:15][cH:16][cH:17][cH:18][cH:19]2)=[O:20])[CH2:8][CH2:9]1.[Na+:48]>>[N:2]([CH2:3][CH:4]1[CH2:5][CH2:6][CH:7]([NH:10][C:11]([O:12][CH2:13][c:14]2[cH:15][cH:16][cH:17][cH:18][cH:19]2)=[O:20])[CH2:8][CH2:9]1)([CH:24]1[CH2:23][CH2:22][N:21]([C:28](=[O:29])[O:30][C:31]([CH3:32])([CH3:33])[CH3:34])[CH2:26][CH2:25]1)[CH3:35]. The reactants are CS(C)=O, CCN(C(C)C)C(C)C, O=C(Cl)C(=O)Cl, ClCCl, CC(C)(C)OC(=O)N1CCC(O)C1. Product: CC(C)(C)OC(=O)N1CCC(=O)C1. RXN SMILES: [CH3:7][S:8]([CH3:9])=[O:10].[CH:24]([N:25]([CH:26]([CH3:27])[CH3:28])[CH2:29][CH3:30])([CH3:31])[CH3:32].[Cl:1][C:2]([C:3]([Cl:4])=[O:5])=[O:6].[Cl:33][CH2:34][Cl:35].[OH:11][CH:12]1[CH2:13][N:14]([C:17](=[O:18])[O:19][C:20]([CH3:21])([CH3:22])[CH3:23])[CH2:15][CH2:16]1>>[O:11]=[C:12]1[CH2:13][N:14]([C:17](=[O:18])[O:19][C:20]([CH3:21])([CH3:22])[CH3:23])[CH2:15][CH2:16]1. Starting materials: COC(C=CC1=CC(=CC=C1)[N+](=O)[O-])=O (3-nitrocinnamic acid methyl ester), C (charcoal), [H][H] (hydrogen). Reagents/catalysts: [Pt]=S (platinum sulphide). Solvent: CO (methanol). Reaction conditions: time 2 hour. Product: COC(C=CC1=CC(=CC=C1)N)=O (3-aminocinnamic acid methyl ester). Isolated yield 100.6%. Reaction SMILES: [CH3:1][O:2][C:3](=[O:15])[CH:4]=[CH:5][C:6]1[CH:11]=[CH:10][CH:9]=[C:8]([N+:12]([O-])=O)[CH:7]=1.C.[H][H]>CO.[Pt]=S>[CH3:1][O:2][C:3](=[O:15])[CH:4]=[CH:5][C:6]1[CH:11]=[CH:10][CH:9]=[C:8]([NH2:12])[CH:7]=1. Procedure: 50 g of 3-nitrocinnamic acid methyl ester in 350 ml of methanol are hydrogenated in the presence of 1.5 g of the platinum sulphide catalyst described in Example 6 (5% strength on active charcoal) for 2 hours at 70° C and one half hour at 80° C under 130 bars hydrogen pressure in a stirred autoclave of 700 ml capacity. The pressure drop has ceased after 2 hours. The solution is freed from the catalyst and evaporated. 43 g of crystalline 3-aminocinnamic acid methyl ester of melting point 75° C are... The reactants are [Li+].[OH-] (LiOH), OC1=NOC(=C1)C(=O)O (3-Hydroxyisoxazole-5-carboxylic acid), C(C)OC(C(C[C@@H](CC1=CC=C(C=C1)C1=CC=CC=C1)N)(C)C)=O ((R)-4-Amino-5-biphenyl-4-yl-2,2-dimethyl-pentanoic acid ethyl ester), CCN=C=NCCCN(C)C (EDCI), C=1C=CC2=C(C1)N=NN2O (HOBt). Solvent: O (water), C1CCOC1 (THF), CO (MeOH), CN(C)C=O (DMF). Conditions: time 5 minute. Yields the product C1(=CC=C(C=C1)C[C@H](CC(C(=O)O)(C)C)NC(=O)C1=CC(=NO1)O)C1=CC=CC=C1 ((R)-5-Biphenyl-4-yl-4-[(3-hydroxy-isoxazole-5-carbonyl) -amino]-2,2-dimethyl-pentanoic acid). Reaction SMILES: [OH:1][C:2]1[CH:6]=[C:5]([C:7]([OH:9])=O)[O:4][N:3]=1.CCN=C=NCCCN(C)C.C1C=CC2N(O)N=NC=2C=1.C([O:33][C:34](=[O:54])[C:35]([CH3:53])([CH3:52])[CH2:36][C@H:37]([NH2:51])[CH2:38][C:39]1[CH:44]=[CH:43][C:42]([C:45]2[CH:50]=[CH:49][CH:48]=[CH:47][CH:46]=2)=[CH:41][CH:40]=1)C.[Li+].[OH-]>CN(C=O)C.O.C1COCC1.CO>[C:42]1([C:45]2[CH:46]=[CH:47][CH:48]=[CH:49][CH:50]=2)[CH:41]=[CH:40][C:39]([CH2:38][C@@H:37]([NH:51][C:7]([C:5]2[O:4][N:3]=[C:2]([OH:1])[CH:6]=2)=[O:9])[CH2:36][C:35]([CH3:53])([CH3:52])[C:34]([OH:54])=[O:33])=[CH:44][CH:43]=1 |f:4.5|. Procedure: 3-Hydroxyisoxazole-5-carboxylic acid (396 mg, 307 μmol, 1.0 eq.), EDCI (54.4 μL, 307 μmol, 1.0 eq.) and HOBt (41.5 mg, 307 μmol, 1.0 eq.) were combined in DMF (0.2 mL) and stirred for 5 minutes at room temperature. (R)-4-Amino-5-biphenyl-4-yl-2,2-dimethyl-pentanoic acid ethyl ester (100 mg, 307 μmol, 1.0 eq.) was added and the resulting mixture was stirred for 30 minutes. 1 M LiOH in water (1.2 mL) in THF (3 mL) was added and the mixture was maintained at 60° C. for 2 days. A small amount of MeO...